Dataset: the Open Reaction Database (ORD), a public repository of structured organic reaction records. Task: describe an organic reaction: reactants, conditions, products, and yield Starting materials: CC(C)(CC=CC(=O)O)NC(=O)OC(C)(C)C, CCN=C=NCCCN(C)C, CNC(Cc1ccc2ccccc2c1)C(=O)N(C)C(Cc1ccccc1)C(=O)NCC(F)(F)F, CN(C)C=O, CCOC(C)=O, ClCCl, Cl, On1nnc2cccnc21. Yields the product CN(C(=O)C=CCC(C)(C)NC(=O)OC(C)(C)C)C(Cc1ccc2ccccc2c1)C(=O)N(C)C(Cc1ccccc1)C(=O)NCC(F)(F)F. RXN SMILES: [C:1]([CH3:2])([CH3:3])([CH3:4])[O:5][C:6](=[O:7])[NH:8][C:9]([CH2:10][CH:11]=[CH:12][C:13](=[O:14])[OH:15])([CH3:16])[CH3:17].[CH3:29][N:30]([CH3:31])[CH2:32][CH2:33][CH2:34][N:35]=[C:36]=[N:37][CH2:38][CH3:39].[CH3:40][NH:41][CH:42]([C:43](=[O:44])[N:45]([CH:46]([CH2:47][c:48]1[cH:49][cH:50][cH:51][cH:52][cH:53]1)[C:54]([NH:55][CH2:56][C:57]([F:58])([F:59])[F:60])=[O:61])[CH3:62])[CH2:63][c:64]1[cH:65][c:66]2[cH:67][cH:68][cH:69][cH:70][c:71]2[cH:72][cH:73]1.[CH3:74][N:75]([CH3:76])[CH:77]=[O:78].[CH3:82][CH2:83][O:84][C:85](=[O:86])[CH3:87].[Cl:79][CH2:80][Cl:81].[ClH:28].[OH:18][n:19]1[c:20]2[n:21][cH:22][cH:23][cH:24][c:25]2[n:26][n:27]1>>[C:1]([CH3:2])([CH3:3])([CH3:4])[O:5][C:6](=[O:7])[NH:8][C:9]([CH2:10][CH:11]=[CH:12][C:13](=[O:15])[N:41]([CH3:40])[CH:42]([C:43](=[O:44])[N:45]([CH:46]([CH2:47][c:48]1[cH:49][cH:50][cH:51][cH:52][cH:53]1)[C:54]([NH:55][CH2:56][C:57]([F:58])([F:59])[F:60])=[O:61])[CH3:62])[CH2:63][c:64]1[cH:65][c:66]2[cH:67][cH:68][cH:69][cH:70][c:71]2[cH:72][cH:73]1)([CH3:16])[CH3:17].